Dataset: the Open Reaction Database (ORD), a public repository of structured organic reaction records. Task: describe an organic reaction: reactants, conditions, products, and yield Procedure details: Ethyl 4-oxo-1-{[4-(1H-pyrazol-1-yl)phenyl]methyl}-1,4-dihydrothieno[3,2-c]pyridazine-3-carboxylate (37 mg, 0.097 mmol) suspended in dioxane (5 mL) and toluene (5 mL), placed into an oil bath preheated at 110° C. and treated with Lawesson's Reagent (39 mg, 0.097 mmol, 1 equiv) portionwise over 10 minutes. The mixture was heated for an additional 30 minutes, cooled to ambient temperature and concentrated in vacuo. The residue was purified by silica gel gradient chromatography (100:0 to 25:75; hexa... Reactants: O=C1C2=C(N(N=C1C(=O)OCC)CC1=CC=C(C=C1)N1N=CC=C1)C=CS2 (Ethyl 4-oxo-1-{[4-(1H-pyrazol-1-yl)phenyl]methyl}-1,4-dihydrothieno[3,2-c]pyridazine-3-carboxylate), COC=1C=CC(=CC1)P2(=S)SP(=S)(S2)C=3C=CC(=CC3)OC (Lawesson's Reagent). RXN SMILES: O=[C:2]1[C:7]([C:8]([O:10][CH2:11][CH3:12])=[O:9])=[N:6][N:5]([CH2:13][C:14]2[CH:19]=[CH:18][C:17]([N:20]3[CH:24]=[CH:23][CH:22]=[N:21]3)=[CH:16][CH:15]=2)[C:4]2[CH:25]=[CH:26][S:27][C:3]1=2.COC1C=CC(P2(SP(C3C=CC(OC)=CC=3)(=S)S2)=[S:37])=CC=1>O1CCOCC1.C1(C)C=CC=CC=1>[S:37]=[C:2]1[C:7]([C:8]([O:10][CH2:11][CH3:12])=[O:9])=[N:6][N:5]([CH2:13][C:14]2[CH:19]=[CH:18][C:17]([N:20]3[CH:24]=[CH:23][CH:22]=[N:21]3)=[CH:16][CH:15]=2)[C:4]2[CH:25]=[CH:26][S:27][C:3]1=2. Product: S=C1C2=C(N(N=C1C(=O)OCC)CC1=CC=C(C=C1)N1N=CC=C1)C=CS2 (ethyl 4-thioxo-1-{[4-(1H-pyrazol-1-yl)phenyl]methyl}-1,4-dihydrothieno[3,2-c]pyridazine-3-carboxylate). Solvent: C1(=CC=CC=C1)C (toluene), O1CCOCC1 (dioxane). Product: NC(CC(=O)N1CCn2c(nnc2C(F)(F)F)C1)Cc1cc(F)c(F)cc1F. Starting materials: [BH4-], C1CCOC1, CC(C)O, N, [Na+], NC(=CC(=O)N1CCn2c(nnc2C(F)(F)F)C1)Cc1cc(F)c(F)cc1F, O, O=S(=O)(O)c1ccccc1. Reaction SMILES: [BH4-:1].[CH2:42]1[O:43][CH2:44][CH2:45][CH2:46]1.[CH:48]([OH:49])([CH3:50])[CH3:51].[NH3:41].[Na+:2].[O:13]=[C:14]([CH:15]=[C:16]([CH2:17][c:18]1[c:19]([F:26])[cH:20][c:21]([F:25])[c:22]([F:24])[cH:23]1)[NH2:27])[N:28]1[CH2:29][c:30]2[n:31]([c:34]([C:37]([F:38])([F:39])[F:40])[n:35][n:36]2)[CH2:32][CH2:33]1.[OH2:47].[c:3]1([S:4]([OH:5])(=[O:6])=[O:7])[cH:8][cH:9][cH:10][cH:11][cH:12]1>>[O:13]=[C:14]([CH2:15][CH:16]([CH2:17][c:18]1[c:19]([F:26])[cH:20][c:21]([F:25])[c:22]([F:24])[cH:23]1)[NH2:27])[N:28]1[CH2:29][c:30]2[n:31]([c:34]([C:37]([F:38])([F:39])[F:40])[n:35][n:36]2)[CH2:32][CH2:33]1.